This data is from the Open Reaction Database (ORD), a public repository of structured organic reaction records. The task is: describe an organic reaction: reactants, conditions, products, and yield Starting materials: [Li+].C[Si](C)(C)[N-][Si](C)(C)C (LiHMDS), CC1=C(C2=C(N=C(C=C2N)C)S1)C1=CC(=CC=C1)OC (2,6-dimethyl-3-[3-(methyloxy)phenyl]thieno[2,3-b]pyridin-4-amine), [Li+].C[Si](C)(C)[N-][Si](C)(C)C (LiHMDS), ClC1=CC=C(CS(=O)(=O)Cl)C=C1 (4-chlorobenzylsulfonyl chloride), ClC1=CC=C(CS(=O)(=O)Cl)C=C1 (4-chlorobenzylsulfonyl chloride). Run in O (water), C1CCOC1 (THF). Reaction conditions: time 16 hour. Yields the product ClC1=CC=C(C=C1)CS(=O)(=O)NC1=C2C(=NC(=C1)C)SC(=C2C2=CC(=CC=C2)OC)C (1-(4-Chlorophenyl)-N-{2,6-dimethyl-3-[3-(methyloxy)phenyl]thieno[2,3-b]pyridin-4-yl}methane sulfonamide). Yield: 13.2%. RXN SMILES: [CH3:1][C:2]1[S:12][C:5]2[N:6]=[C:7]([CH3:11])[CH:8]=[C:9]([NH2:10])[C:4]=2[C:3]=1[C:13]1[CH:18]=[CH:17][CH:16]=[C:15]([O:19][CH3:20])[CH:14]=1.[Li+].C[Si]([N-][Si](C)(C)C)(C)C.[Cl:31][C:32]1[CH:42]=[CH:41][C:35]([CH2:36][S:37](Cl)(=[O:39])=[O:38])=[CH:34][CH:33]=1>C1COCC1.O>[Cl:31][C:32]1[CH:33]=[CH:34][C:35]([CH2:36][S:37]([NH:10][C:9]2[CH:8]=[C:7]([CH3:11])[N:6]=[C:5]3[S:12][C:2]([CH3:1])=[C:3]([C:13]4[CH:18]=[CH:17][CH:16]=[C:15]([O:19][CH3:20])[CH:14]=4)[C:4]=23)(=[O:39])=[O:38])=[CH:41][CH:42]=1 |f:1.2|. Procedure: To a stirred solution of 2,6-dimethyl-3-[3-(methyloxy)phenyl]thieno[2,3-b]pyridin-4-amine (100 mg, 0.352 mmol) (Description 4) in THF (2 mL) cooled in an ice bath was added LiHMDS (1M solution in THF) (0.774 mL, 0.774 mmol). The reaction mixture was stirred at RT for 45 min before the addition of 4-chlorobenzylsulfonyl chloride (198 mg, 0.879 mmol). The reaction mixture was then stirred at RT for a further 16 h and was then cooled in an ice bath before the addition of LiHMDS (1M solution in THF)...